From a dataset of the Open Reaction Database (ORD), a public repository of structured organic reaction records. describe an organic reaction: reactants, conditions, products, and yield Reactants: N#Cc1cc2c(cc1C(F)(F)F)[nH]c(=O)c(=O)n2O, C=CCBr, CCO, O=P([O-])([O-])[O-], O. The product is C=CCOn1c(=O)c(=O)[nH]c2cc(C(F)(F)F)c(C#N)cc21. As a reaction SMILES: [C:1](#[N:2])[c:3]1[c:4]([C:16]([F:17])([F:18])[F:19])[cH:5][c:6]2[nH:7][c:8](=[O:15])[c:9](=[O:14])[n:10]([OH:13])[c:11]2[cH:12]1.[CH2:25]([CH:26]=[CH2:27])[Br:28].[CH3:30][CH2:31][OH:32].[O-:20][P:21](=[O:22])([O-:23])[O-:24].[OH2:29]>>[C:1](#[N:2])[c:3]1[c:4]([C:16]([F:17])([F:18])[F:19])[cH:5][c:6]2[nH:7][c:8](=[O:15])[c:9](=[O:14])[n:10]([O:13][CH2:27][CH:26]=[CH2:25])[c:11]2[cH:12]1. Reactants: CO, [H][H], O=C(O)Cc1ccc2c(c1)CC(CNS(=O)(=O)c1ccc([N+](=O)[O-])cc1)C2. The product is Nc1ccc(S(=O)(=O)NCC2Cc3ccc(CC(=O)O)cc3C2)cc1. Reaction SMILES: [CH3:30][OH:31].[H:28][H:29].[N+:1]([O-:2])(=[O:3])[c:4]1[cH:5][cH:6][c:7]([S:10](=[O:11])(=[O:12])[NH:13][CH2:14][CH:15]2[CH2:16][c:17]3[cH:18][cH:19][c:20]([CH2:24][C:25](=[O:26])[OH:27])[cH:21][c:22]3[CH2:23]2)[cH:8][cH:9]1>>[NH2:1][c:4]1[cH:5][cH:6][c:7]([S:10](=[O:11])(=[O:12])[NH:13][CH2:14][CH:15]2[CH2:16][c:17]3[cH:18][cH:19][c:20]([CH2:24][C:25](=[O:26])[OH:27])[cH:21][c:22]3[CH2:23]2)[cH:8][cH:9]1. Starting materials: FC1=C(C=CC(=C1)C(F)(F)F)C1C(=C(N(C(C1)=O)C)C)C(=O)OC (Methyl 4-[2-fluoro-4-(trifluoromethyl)phenyl]-1,2-dimethyl-6-oxo-1,4,5,6-tetrahydro-3-pyridinecarboxylate). The solvent is C1CCOC1 (THF). Yields the product FC1=C(C=CC(=C1)C(F)(F)F)C1C(=C(N(C(C1)=O)C)C)C(=O)O (4-[2-Fluoro-4-(trifluoromethyl)phenyl]-1,2-dimethyl-6-oxo-1,4,5,6-tetrahydro-3-pyridinecarboxylic acid). As a reaction SMILES: [F:1][C:2]1[CH:7]=[C:6]([C:8]([F:11])([F:10])[F:9])[CH:5]=[CH:4][C:3]=1[CH:12]1[CH2:17][C:16](=[O:18])[N:15]([CH3:19])[C:14]([CH3:20])=[C:13]1[C:21]([O:23]C)=[O:22]>C1COCC1>[F:1][C:2]1[CH:7]=[C:6]([C:8]([F:9])([F:11])[F:10])[CH:5]=[CH:4][C:3]=1[CH:12]1[CH2:17][C:16](=[O:18])[N:15]([CH3:19])[C:14]([CH3:20])=[C:13]1[C:21]([OH:23])=[O:22]. Reported procedure: The title compound was synthesized using the procedure stated in Example 1, Step 2 except that the product from Step 1 was used and THF was not used to yield product as an off white solid. MS (ES+) m/e 332 [M+H]+ Starting materials: Cc1cc(NC(=O)c2c(C)n(CC(C)(C)O)n(-c3ccccc3)c2=O)ccc1Br, N#N, [Na+], O=C([O-])O, C1COCCO1, OB(O)c1cccc2cnccc12. Yields the product Cc1cc(NC(=O)c2c(C)n(CC(C)(C)O)n(-c3ccccc3)c2=O)ccc1-c1cccc2cnccc12. Reaction SMILES: [Br:14][c:15]1[c:16]([CH3:42])[cH:17][c:18]([NH:21][C:22](=[O:23])[c:24]2[c:25](=[O:41])[n:26](-[c:35]3[cH:36][cH:37][cH:38][cH:39][cH:40]3)[n:27]([CH2:30][C:31]([CH3:32])([CH3:33])[OH:34])[c:28]2[CH3:29])[cH:19][cH:20]1.[N:48]#[N:49].[Na+:47].[O-:43][C:44]([OH:45])=[O:46].[O:50]1[CH2:51][CH2:52][O:53][CH2:54][CH2:55]1.[cH:1]1[n:2][cH:3][cH:4][c:5]2[c:6]([B:11]([OH:12])[OH:13])[cH:7][cH:8][cH:9][c:10]12>>[cH:1]1[n:2][cH:3][cH:4][c:5]2[c:6](-[c:15]3[c:16]([CH3:42])[cH:17][c:18]([NH:21][C:22](=[O:23])[c:24]4[c:25](=[O:41])[n:26](-[c:35]5[cH:36][cH:37][cH:38][cH:39][cH:40]5)[n:27]([CH2:30][C:31]([CH3:32])([CH3:33])[OH:34])[c:28]4[CH3:29])[cH:19][cH:20]3)[cH:7][cH:8][cH:9][c:10]12.